This data is from the Open Reaction Database (ORD), a public repository of structured organic reaction records. The task is: describe an organic reaction: reactants, conditions, products, and yield The reactants are COc1cccc(CC(CCC(=O)OC(C)(C)C)[N+](=O)[O-])c1, CO, O=C[O-], [NH4+]. Yields the product COc1cccc(CC(N)CCC(=O)OC(C)(C)C)c1. RXN SMILES: [CH3:1][O:2][c:3]1[cH:4][c:5]([CH2:9][CH:10]([CH2:11][CH2:12][C:13](=[O:14])[O:15][C:16]([CH3:17])([CH3:18])[CH3:19])[N+:20]([O-:21])=[O:22])[cH:6][cH:7][cH:8]1.[CH3:27][OH:28].[CH:23]([O-:24])=[O:25].[NH4+:26]>>[CH3:1][O:2][c:3]1[cH:4][c:5]([CH2:9][CH:10]([CH2:11][CH2:12][C:13](=[O:14])[O:15][C:16]([CH3:17])([CH3:18])[CH3:19])[NH2:20])[cH:6][cH:7][cH:8]1.